Dataset: the Open Reaction Database (ORD), a public repository of structured organic reaction records. Task: describe an organic reaction: reactants, conditions, products, and yield Reactants: C(C)OC(=O)C=1N=C(C=2N(C3=CC=CC=C3C2C1O)C)Br (1-bromo-4-hydroxy-9-methyl-9H-beta-carboline-3-carboxylic acid ethyl ester), C[Sn](C)(C)C (tetramethyl tin). The reagents and catalysts are Cl[Pd]([P](C1=CC=CC=C1)(C2=CC=CC=C2)C3=CC=CC=C3)([P](C4=CC=CC=C4)(C5=CC=CC=C5)C6=CC=CC=C6)Cl (Pd(PPh3)2Cl2). Run in CN(C)C=O (DMF). Run at temperature 120 celsius. Yields the product C(C)OC(=O)C=1N=C(C=2N(C3=CC=CC=C3C2C1O)C)C (4-Hydroxy-1,9-dimethyl-9H-beta-carboline-3-carboxylic acid ethyl ester). Reaction SMILES: [CH2:1]([O:3][C:4]([C:6]1[N:7]=[C:8](Br)[C:9]2[N:10]([CH3:20])[C:11]3[C:16]([C:17]=2[C:18]=1[OH:19])=[CH:15][CH:14]=[CH:13][CH:12]=3)=[O:5])[CH3:2].[CH3:22][Sn](C)(C)C>CN(C=O)C.Cl[Pd](Cl)([P](C1C=CC=CC=1)(C1C=CC=CC=1)C1C=CC=CC=1)[P](C1C=CC=CC=1)(C1C=CC=CC=1)C1C=CC=CC=1>[CH2:1]([O:3][C:4]([C:6]1[N:7]=[C:8]([CH3:22])[C:9]2[N:10]([CH3:20])[C:11]3[C:16]([C:17]=2[C:18]=1[OH:19])=[CH:15][CH:14]=[CH:13][CH:12]=3)=[O:5])[CH3:2] |^1:34,53|. Procedure details: A mixture of 1-bromo-4-hydroxy-9-methyl-9H-beta-carboline-3-carboxylic acid ethyl ester (197 mg), tetramethyl tin (0.094 mL), and Pd(PPh3)2Cl2 (20 mg) in DMF (2 mL) was heated at 120° C. for 45 min. The reaction was then partitioned between EtOAc and water, the organic phase was subsequently washed with sat. NaCl solution, dried over anhydrous sodium sulfate and then filtered, concentrated; the residue was purified with column to give the title compound (118 mg). ESI MS (m/z): 285 (M+H)+. Reactants: CC(C)(C)OC(=O)N1CCC(c2ncnc3cc(OC4CNC4)ccc23)CC1, CC(=O)OC(C)=O, ClCCl. Product: CC(=O)N1CC(Oc2ccc3c(C4CCN(C(=O)OC(C)(C)C)CC4)ncnc3c2)C1. Reaction SMILES: [C:8]([CH3:9])([CH3:10])([CH3:11])[O:12][C:13](=[O:14])[N:15]1[CH2:16][CH2:17][CH:18]([c:21]2[n:22][cH:23][n:24][c:25]3[cH:26][c:27]([O:31][CH:32]4[CH2:33][NH:34][CH2:35]4)[cH:28][cH:29][c:30]23)[CH2:19][CH2:20]1.[CH3:1][C:2](=[O:3])[O:4][C:5](=[O:6])[CH3:7].[Cl:36][CH2:37][Cl:38]>>[CH3:1][C:2](=[O:3])[N:34]1[CH2:33][CH:32]([O:31][c:27]2[cH:26][c:25]3[n:24][cH:23][n:22][c:21]([CH:18]4[CH2:17][CH2:16][N:15]([C:13]([O:12][C:8]([CH3:9])([CH3:10])[CH3:11])=[O:14])[CH2:20][CH2:19]4)[c:30]3[cH:29][cH:28]2)[CH2:35]1. Starting materials: N[C@H](CCC(O)=O)C(=O)O (D-Glu), N[C@H](CC(O)=O)C(=O)O (D-Asp), N[C@@H](CCC(O)=O)C(=O)O (Glu), N[C@H](CCC(N)=O)C(=O)O (D-Gln), N[C@H](CC(N)=O)C(=O)O (D-Asn), N[C@@H](CC(N)=O)C(=O)O (Asn), N[C@@H](CCC(N)=O)C(=O)O (Gln). The product is N[C@@H](CC(=O)O)C(=O)O (Aspartic Acid). Reaction SMILES: [NH2:1][C@@H:2]([C:7]([OH:9])=[O:8])[CH2:3][C:4](=[O:6])[OH:5].N[C@@H](C(O)=O)CC(=O)N.N[C@H](C(O)=O)CC(=O)N.N[C@H](C(O)=O)CCC(=O)O.N[C@@H](C(O)=O)CCC(=O)O.N[C@H](C(O)=O)CCC(=O)N.N[C@@H](C(O)=O)CCC(=O)N>>[NH2:1][C@H:2]([C:7]([OH:9])=[O:8])[CH2:3][C:4]([OH:6])=[O:5]. Procedure details: D-Asp, D-Asn, Asn, Glu, D-Glu, Gln, D-Gln Starting materials: C(C)(=O)Cl (acetyl chloride), C(C)(=O)OC (methyl acetate), [N-](C#N)C#N.[Na+] (sodium dicyanamide), Cl (HCl). The solvent is ice water. Conditions: temperature 10 celsius, time 15 minute. The product is ClC1=NC(=NC(=N1)Cl)C (2,4-dichloro-6-methyl-1,3,5-triazine). Isolated yield 37.0%. RXN SMILES: [C:1](OC)(=O)[CH3:2].[N-:6]([C:9]#[N:10])[C:7]#[N:8].[Na+].[ClH:12].C([Cl:16])(=O)C>>[Cl:12][C:9]1[N:6]=[C:7]([Cl:16])[N:8]=[C:1]([CH3:2])[N:10]=1 |f:1.2|. Procedure: To a 1 l flask equipped with a mechanical stirrer, a reflux condenser, a thermometer and a gas inlet was charged 500 ml of methyl acetate and 50 g of sodium dicyanamide. At room temperature, 80 g of HCl gas was charged. After stirring for 15 minutes, 88 g of acetyl chloride was added in one portion. The reaction mixture was heated to reflux for 3 hours. It was then cooled to 10° C. and poured into 500 ml of ice water. Extraction with methyl acetate and subsequent drying and evaporation afforded ... The reactants are CCC(c1nn2cccc2c(=O)n1Cc1ccccc1)N(CCCNC(=O)OC(C)(C)C)C(=O)c1ccc(C)cc1, CCO, O=C(Cl)c1ccc(Cl)cc1, [H][H], [OH-], [OH-], [Pd+2]. Product: CCC(c1nn2cccc2c(=O)[nH]1)N(CCCNC(=O)OC(C)(C)C)C(=O)c1ccc(C)cc1. RXN SMILES: [C:1]([CH3:2])([CH3:3])([CH3:4])[O:5][C:6]([NH:7][CH2:8][CH2:9][CH2:10][N:11]([C:12]([c:13]1[cH:14][cH:15][c:16]([CH3:19])[cH:17][cH:18]1)=[O:20])[CH:21]([CH2:22][CH3:23])[c:24]1[n:25][n:26]2[c:27]([c:28](=[O:37])[n:29]1[CH2:30][c:31]1[cH:32][cH:33][cH:34][cH:35][cH:36]1)[cH:38][cH:39][cH:40]2)=[O:41].[CH3:54][CH2:55][OH:56].[Cl:42][C:43]([c:44]1[cH:45][cH:46][c:47]([Cl:48])[cH:49][cH:50]1)=[O:51].[H:52][H:53].[OH-:57].[OH-:58].[Pd+2:59]>>[C:1]([CH3:2])([CH3:3])([CH3:4])[O:5][C:6]([NH:7][CH2:8][CH2:9][CH2:10][N:11]([C:12]([c:13]1[cH:14][cH:15][c:16]([CH3:19])[cH:17][cH:18]1)=[O:20])[CH:21]([CH2:22][CH3:23])[c:24]1[n:25][n:26]2[c:27]([c:28](=[O:37])[nH:29]1)[cH:38][cH:39][cH:40]2)=[O:41].